This data is from the Open Reaction Database (ORD), a public repository of structured organic reaction records. The task is: describe an organic reaction: reactants, conditions, products, and yield Reactants: CCCO, O=S(Cl)Cl, O=C(O)C1CCC(c2nc(-c3ccncc3)no2)CC1. Product: CCCOC(=O)C1CCC(c2nc(-c3ccncc3)no2)CC1. Reaction SMILES: [CH2:25]([CH2:26][CH3:27])[OH:28].[S:1]([Cl:2])([Cl:3])=[O:4].[n:5]1[cH:6][cH:7][c:8](-[c:11]2[n:12][o:13][c:14]([CH:16]3[CH2:17][CH2:18][CH:19]([C:22](=[O:23])[OH:24])[CH2:20][CH2:21]3)[n:15]2)[cH:9][cH:10]1>>[n:5]1[cH:6][cH:7][c:8](-[c:11]2[n:12][o:13][c:14]([CH:16]3[CH2:17][CH2:18][CH:19]([C:22]([O:23][CH2:25][CH2:26][CH3:27])=[O:24])[CH2:20][CH2:21]3)[n:15]2)[cH:9][cH:10]1. The reactants are C(=O)([O-])C(O)C(O)C(=O)[O-].[Na+].[K+] (Potassium Sodium Tartrate), BrC1=C(N(N=C1)C)C=1C=C(C=CC1OC)NC(=O)NC1=CC=C(C=C1)Cl (1-[3-(4-Bromo-2-methyl-2H-pyrazol-3-yl)-4-methoxy-phenyl]-3-(4-Chloro-phenyl)-urea), CCOC(=O)C (EtOAc), [Al+3].[Cl-].[Cl-].[Cl-] (AlCl3). Run in C(Cl)Cl (CH2Cl2). Conditions: temperature 0 celsius, time 1 hour. Product: BrC1=C(N(N=C1)C)C=1C=C(C=CC1O)NC(=O)NC1=CC=C(C=C1)Cl (1-[3-(4-bromo-2-methyl-2H-pyrazol-3-yl)-4-hydroxy-phenyl]-3-(4-chloro-phenyl)-urea). Isolated yield 26.6%. As a reaction SMILES: [Br:1][C:2]1[CH:6]=[N:5][N:4]([CH3:7])[C:3]=1[C:8]1[CH:9]=[C:10]([NH:16][C:17]([NH:19][C:20]2[CH:25]=[CH:24][C:23]([Cl:26])=[CH:22][CH:21]=2)=[O:18])[CH:11]=[CH:12][C:13]=1[O:14]C.[Al+3].[Cl-].[Cl-].[Cl-].CCOC(C)=O.C(C(C(C([O-])=O)O)O)([O-])=O.[Na+].[K+]>C(Cl)Cl>[Br:1][C:2]1[CH:6]=[N:5][N:4]([CH3:7])[C:3]=1[C:8]1[CH:9]=[C:10]([NH:16][C:17]([NH:19][C:20]2[CH:21]=[CH:22][C:23]([Cl:26])=[CH:24][CH:25]=2)=[O:18])[CH:11]=[CH:12][C:13]=1[OH:14] |f:1.2.3.4,6.7.8|. Procedure details: Compound 1, (1.56 g, 3.58 mmol) was dissolved in anhydrous CH2Cl2 (50 mL). The solution was stirred while cooling the temperature to 0° C. in an ice water bath. After allowing it to stir for another 10 minutes, AlCl3 (1.91 g, 14.32 mmol) was added slowly. This was followed by stirring the reaction for an additional 20 minutes, and subsequently increasing the temperature to 80° C. After one hour, the reaction was shown to be complete by TLC and LC/MS. It was worked up with EtOAc (2×50 mL) and 10%... The reactants are C1(=CC=CC=C1)C=1NC(N(C1)S(=O)(=O)C=1C=C2CCNC2=CC1)=O (4-Phenyl-1-(indoline-5 -sulfonyl)-2-imidazolone), N1=CC=CC=C1 (pyridine), [N+](=O)([O-])C1=CC=C(C(=O)Cl)C=C1 (4-nitrobenzoyl chloride). Run in ClCCl (dichloromethane), ClCCl (dichloromethane). Reaction conditions: time 5 hour. Yields the product C1(=CC=CC=C1)C=1NC(N(C1)S(=O)(=O)C=1C=C2CCN(C2=CC1)C(C1=CC=C(C=C1)[N+](=O)[O-])=O)=O (4-phenyl-1-[N-(4-nitrobenzoyl)indoline-5-sulfonyl]-2-imidazolone). Isolated yield 92.7%. As a reaction SMILES: [C:1]1([C:7]2[NH:8][C:9](=[O:24])[N:10]([S:12]([C:15]3[CH:16]=[C:17]4[C:21](=[CH:22][CH:23]=3)[NH:20][CH2:19][CH2:18]4)(=[O:14])=[O:13])[CH:11]=2)[CH:6]=[CH:5][CH:4]=[CH:3][CH:2]=1.N1C=CC=CC=1.[N+:31]([C:34]1[CH:42]=[CH:41][C:37]([C:38](Cl)=[O:39])=[CH:36][CH:35]=1)([O-:33])=[O:32]>ClCCl>[C:1]1([C:7]2[NH:8][C:9](=[O:24])[N:10]([S:12]([C:15]3[CH:16]=[C:17]4[C:21](=[CH:22][CH:23]=3)[N:20]([C:38](=[O:39])[C:37]3[CH:36]=[CH:35][C:34]([N+:31]([O-:33])=[O:32])=[CH:42][CH:41]=3)[CH2:19][CH2:18]4)(=[O:14])=[O:13])[CH:11]=2)[CH:2]=[CH:3][CH:4]=[CH:5][CH:6]=1. Reported procedure: 4-Phenyl-1-(indoline-5 -sulfonyl)-2-imidazolone (300 mg, 0.88 mmol) prepared in Preparation 3 was suspended in 10 m of dichloromethane. Then, pyridine (85 μ, 1.05 mmol) and 4-nitrobenzoyl chloride (163 mg, 0.88 mmol) were added thereto one after another. The resulting reaction mixture was stirred at room temperature under nitrogen atmosphere for 5 hours while the reaction being monitored by TLC. After the reaction was completed, the whole mixture was diluted with dichloromethane, washed with bri... The reactants are CC(C)C[AlH]CC(C)C, Cc1ccccc1, [K], [Na], C=CCn1c(C(F)(F)F)c(C(=O)OCC)sc1=O. Product: C=CCn1c(C(F)(F)F)c(CO)sc1=O. RXN SMILES: [CH3:19][CH:20]([CH2:21][AlH:22][CH2:23][CH:24]([CH3:25])[CH3:26])[CH3:27].[CH3:30][c:31]1[cH:32][cH:33][cH:34][cH:35][cH:36]1.[K:29].[Na:28].[O:1]=[c:2]1[s:3][c:4]([C:14](=[O:15])[O:16][CH2:17][CH3:18])[c:5]([C:10]([F:11])([F:12])[F:13])[n:6]1[CH2:7][CH:8]=[CH2:9]>>[O:1]=[c:2]1[s:3][c:4]([CH2:14][OH:15])[c:5]([C:10]([F:11])([F:12])[F:13])[n:6]1[CH2:7][CH:8]=[CH2:9]. RXN SMILES: [CH3:18][C:19]#[N:20].[CH:5]1([NH:8][c:9]2[n:10][cH:11][cH:12][cH:13][c:14]2[C:15](=[O:16])[OH:17])[CH2:6][CH2:7]1.[S:1]([Cl:2])([Cl:3])=[O:4]>>[Cl:3][C:15]([c:14]1[c:9]([NH:8][CH:5]2[CH2:6][CH2:7]2)[n:10][cH:11][cH:12][cH:13]1)=[O:17]. The reactants are CC#N, O=C(O)c1cccnc1NC1CC1, O=S(Cl)Cl. Yields the product O=C(Cl)c1cccnc1NC1CC1. Reactants: CC1=CC=C(C(CCC)O)O1 (5-methyl-α-n-propyl-furfuryl alcohol), O (water), resultant mixture. Product: C(CC)C1C(C=CC1(C)O)=O (2-n-propyl-3-hydroxy-3-methyl-4-cyclopentenone). Yield: 81.0%. RXN SMILES: [CH3:1][C:2]1[O:11][C:5]([CH:6](O)[CH2:7][CH2:8][CH3:9])=[CH:4][CH:3]=1.[OH2:12]>>[CH2:7]([CH:6]1[C:2]([OH:11])([CH3:1])[CH:3]=[CH:4][C:5]1=[O:12])[CH2:8][CH3:9]. Reported procedure: Into a four necked flask equipped with an agitator and a thermometer, 5-methyl-α-n-propyl-furfuryl alcohol (40 parts) and water (1200 parts) were charged, and the resultant mixture was stirred at a temperature of 95° to 100° C. in a nitrogen stream, during which the pH was maintained at 4.9 to 5.3. After confirming the complete consumption of the starting compound by gas chromatography, the reaction mixture was cooled and extracted with methyl isobutyl ketone. The extract was concentrated to giv...